Dataset: the Open Reaction Database (ORD), a public repository of structured organic reaction records. Task: describe an organic reaction: reactants, conditions, products, and yield The reactants are [Sn](Cl)(Cl)(Cl)Cl (tin chloride), [N+](=O)([O-])C=1C2=CC=CC=C2C=C2C=CC=CC12 (9-nitroanthracene). Solvent: Cl (hydrochloric acid), C(C)(=O)O (acetic acid). Yields the product C1=CC=CC2=CC3=CC=CC=C3C(=C12)N (anthracen-9-yl-amine). Isolated yield 74.0%. Reaction SMILES: [Sn](Cl)(Cl)(Cl)Cl.[N+:6]([C:9]1[C:10]2[C:15]([CH:16]=[C:17]3[C:22]=1[CH:21]=[CH:20][CH:19]=[CH:18]3)=[CH:14][CH:13]=[CH:12][CH:11]=2)([O-])=O>Cl.C(O)(=O)C>[CH:21]1[C:22]2[C:17](=[CH:16][C:15]3[C:10]([C:9]=2[NH2:6])=[CH:11][CH:12]=[CH:13][CH:14]=3)[CH:18]=[CH:19][CH:20]=1. Reported procedure: To a solution of tin chloride (25.4 g, 134 mmol) in concentrated hydrochloric acid (HCl, 210 mL) was added dropwise a solution of 9-nitroanthracene (10.0 g, 44.8 mmol) in acetic acid (420 mL), and the mixture was heated to reflux for 1 hour. The mixture was cooled to room temperature and filtered. The residue was treated with an aqueous solution of sodium hydroxide (NaOH, 1 N, 300 mL) and extracted with dichloromethane (CH2Cl2). The organic layer was dried over magnesium sulfate (MgSO4) and conc... Reactants: C(C)(C)(C)OC(=O)N1CCN(CC1)C=1C=NC(=CC1)NC=1N=CC2=C(N1)N(C(C(=C2)CC)=O)C2CCCC2 (4-[6-(8-Cyclopentyl-6-ethyl-7-oxo-7,8-dihydro-pyrido[2,3-d]pyrimidin-2-ylamino)-pyridin-3-yl]-piperazine-1-carboxylic acid tert-butyl ester), C(Cl)(Cl)Cl.CO (chloroform methanol). Run at time 3.5 hour. The product is Cl.C1(CCCC1)N1C(C(=CC2=C1N=C(N=C2)NC2=NC=C(C=C2)N2CCNCC2)CC)=O (8-cyclopentyl-6-ethyl-2-(5-piperazin-1-yl-pyridin-2-ylamino)-8H-pyrido[2,3-d]pyrimidin-7-one hydrochloride). Reaction SMILES: C(OC([N:8]1[CH2:13][CH2:12][N:11]([C:14]2[CH:15]=[N:16][C:17]([NH:20][C:21]3[N:22]=[CH:23][C:24]4[CH:30]=[C:29]([CH2:31][CH3:32])[C:28](=[O:33])[N:27]([CH:34]5[CH2:38][CH2:37][CH2:36][CH2:35]5)[C:25]=4[N:26]=3)=[CH:18][CH:19]=2)[CH2:10][CH2:9]1)=O)(C)(C)C.C(Cl)(Cl)[Cl:40].CO>>[ClH:40].[CH:34]1([N:27]2[C:25]3[N:26]=[C:21]([NH:20][C:17]4[CH:18]=[CH:19][C:14]([N:11]5[CH2:10][CH2:9][NH:8][CH2:13][CH2:12]5)=[CH:15][N:16]=4)[N:22]=[CH:23][C:24]=3[CH:30]=[C:29]([CH2:31][CH3:32])[C:28]2=[O:33])[CH2:38][CH2:37][CH2:36][CH2:35]1 |f:1.2,3.4|. Procedure: 4-[6-(8-Cyclopentyl-6-ethyl-7-oxo-7,8-dihydro-pyrido[2,3-d]pyrimidin-2-ylamino)-pyridin-3-yl]-piperazine-1-carboxylic acid tert-butyl ester (0.204 g, 0.39 mmol) prepared as in Example 4 was dissolved in 1:1 chloroform/methanol (16 ml) and purged with anhydrous hydrogen chloride gas. After stirring for 3.5 hours, addition of diethyl ether (8 ml) gave a solid precipitate. The solid was filtered, washed with diethyl ether and dried in vacuo yielding 0.180 g of 8-cyclopentyl-6-ethyl-2-(5-piperazin-1... Starting materials: BrC=1C=C2C(=CNC2=CC1F)C=O (5-bromo-6-fluoro-1H-indole-3-carbaldehyde), CC1(OB(OC1(C)C)C1=CC=C(C=C1)C1(CCC1)O)C (1-(4-(4,4,5,5-tetramethyl-1,3,2-dioxaborolan-2-yl)phenyl)cyclobutanol), C([O-])([O-])=O.[K+].[K+] (potassium carbonate), [NH4+].[Cl-] (NH4Cl). The reagents and catalysts are C1=CC=C(C=C1)P([C-]2C=CC=C2)C3=CC=CC=C3.C1=CC=C(C=C1)P([C-]2C=CC=C2)C3=CC=CC=C3.Cl[Pd]Cl.[Fe+2] ([1,1′-bis(diphenylphosphino)ferrocene]dichloropalladium(II)). Solvent: C1(=CC=CC=C1)C (toluene), CCO (EtOH). Yields the product FC1=C(C=C2C(=CNC2=C1)C=O)C1=CC=C(C=C1)C1(CCC1)O (6-Fluoro-5-(4-(1-hydroxycyclobutyl)phenyl)-1H-indole-3-carbaldehyde). Yield: 50.7%. As a reaction SMILES: Br[C:2]1[CH:3]=[C:4]2[C:8](=[CH:9][C:10]=1[F:11])[NH:7][CH:6]=[C:5]2[CH:12]=[O:13].CC1(C)C(C)(C)OB([C:22]2[CH:27]=[CH:26][C:25]([C:28]3([OH:32])[CH2:31][CH2:30][CH2:29]3)=[CH:24][CH:23]=2)O1.C(=O)([O-])[O-].[K+].[K+].[NH4+].[Cl-]>C1(C)C=CC=CC=1.CCO.C1C=CC(P(C2C=CC=CC=2)[C-]2C=CC=C2)=CC=1.C1C=CC(P(C2C=CC=CC=2)[C-]2C=CC=C2)=CC=1.Cl[Pd]Cl.[Fe+2]>[F:11][C:10]1[CH:9]=[C:8]2[C:4]([C:5]([CH:12]=[O:13])=[CH:6][NH:7]2)=[CH:3][C:2]=1[C:22]1[CH:27]=[CH:26][C:25]([C:28]2([OH:32])[CH2:31][CH2:30][CH2:29]2)=[CH:24][CH:23]=1 |f:2.3.4,5.6,9.10.11.12|. Reported procedure: A mixture of 5-bromo-6-fluoro-1H-indole-3-carbaldehyde (90 mg, 0.37 mmol), 1-(4-(4,4,5,5-tetramethyl-1,3,2-dioxaborolan-2-yl)phenyl)cyclobutanol (120 mg, 0.44 mmol), 2N aqueous potassium carbonate (0.75 mL, 1.49 mmol) in toluene (3.0 mL) and EtOH (1.0 mL) was degassed with N2 for 3 minutes, and treated with [1,1′-bis(diphenylphosphino)ferrocene]dichloropalladium(II) (30.0 mg, 0.041 mmol). The mixture was subjected to microwave irradiation conditions at 110° C. for 2 hours. The reaction mixture w... The reactants are NC1CCN(CC1)C(=O)OC(C)(C)C (4-amino-1-t-butoxycarbonylpiperidine), ClCCCN=C=O (3-chloropropyl isocyanate). Solvent: O1CCCC1 (tetrahydrofuran). The product is C(C)(C)(C)OC(=O)N1CCC(CC1)NCCCCl (1-t-Butoxycarbonyl-4-(3-chloropropylamino)piperidine). Yield: 97.5%. RXN SMILES: [NH2:1][CH:2]1[CH2:7][CH2:6][N:5]([C:8]([O:10][C:11]([CH3:14])([CH3:13])[CH3:12])=[O:9])[CH2:4][CH2:3]1.[Cl:15][CH2:16][CH2:17][CH2:18]N=C=O>O1CCCC1>[C:11]([O:10][C:8]([N:5]1[CH2:4][CH2:3][CH:2]([NH:1][CH2:18][CH2:17][CH2:16][Cl:15])[CH2:7][CH2:6]1)=[O:9])([CH3:14])([CH3:13])[CH3:12]. Procedure: A solution of 4-amino-1-t-butoxycarbonylpiperidine (200 mg, 1.0 mmol) in tetrahydrofuran (5 mL) was treated with 3-chloropropyl isocyanate (0.080 mL, 1.0 mmol) overnight. The solvent was evaporated to provide the title compound as a white solid (270 mg). Starting materials: O (water), C(C)(=O)C=1C=NC=CC1 (3-Acetylpyridine), C(CO)O (ethylene glycol), C1(=CC=C(C=C1)S(=O)(=O)O)C (p-toluenesulfonic acid). Run in C1(=CC=CC=C1)C (toluene). The product is CC1(OCCO1)C=1C=NC=CC1 (2-methyl-2-(pyridin-3-yl)-1,3-dioxolane). RXN SMILES: [C:1]([C:4]1[CH:5]=[N:6][CH:7]=[CH:8][CH:9]=1)(=[O:3])[CH3:2].[CH2:10](O)[CH2:11][OH:12].C1(C)C=CC(S(O)(=O)=O)=CC=1.O>C1(C)C=CC=CC=1>[CH3:2][C:1]1([C:4]2[CH:5]=[N:6][CH:7]=[CH:8][CH:9]=2)[O:12][CH2:11][CH2:10][O:3]1. Procedure details: 3-Acetylpyridine (10 g), ethylene glycol (50 ml) and p-toluenesulfonic acid (0.5 g) were dissolved in toluene and the solution was refluxed at 150° C. for 1 day with the by-product water being constantly removed. After cooling, saturated aqueous sodium hydrogen carbonate and toluene were added and the mixture was stirred and allowed to stand. The aqueous layer was separated and extracted with 2 portions of toluene. The toluene layers were combined, washed sequentially with saturated aqueous sodi... Reactants: ClC(C(=O)OC(C)(C)C)=CC1=C(C=C(C(=C1)C1=NN(C(=C1Cl)OC(F)F)C)F)Cl (tert-butyl 2-chloro-3-(2-chloro-5-(4-chloro-5-difluoromethoxy-1-methyl-1H-pyrazol-3-yl)-4-fluorophenyl)acrylate), FC(C(=O)O)(F)F (trifluoroacetic acid). The solvent is ClCCl (dichloromethane). Conditions: time 16 hour. Product: ClC(C(=O)O)=CC1=C(C=C(C(=C1)C1=NN(C(=C1Cl)OC(F)F)C)F)Cl (2-Chloro-3-(2-chloro-5-(4-chloro-5-difluoromethoxy-1-methyl-1H-pyrazol-3-yl)-4-fluorophenyl)acrylic acid). Reaction SMILES: [Cl:1][C:2](=[CH:10][C:11]1[CH:16]=[C:15]([C:17]2[C:21]([Cl:22])=[C:20]([O:23][CH:24]([F:26])[F:25])[N:19]([CH3:27])[N:18]=2)[C:14]([F:28])=[CH:13][C:12]=1[Cl:29])[C:3]([O:5]C(C)(C)C)=[O:4].FC(F)(F)C(O)=O>ClCCl>[Cl:1][C:2](=[CH:10][C:11]1[CH:16]=[C:15]([C:17]2[C:21]([Cl:22])=[C:20]([O:23][CH:24]([F:25])[F:26])[N:19]([CH3:27])[N:18]=2)[C:14]([F:28])=[CH:13][C:12]=1[Cl:29])[C:3]([OH:5])=[O:4]. Procedure details: A solution of 44 g of tert-butyl 2-chloro-3-(2-chloro-5-(4-chloro-5-difluoromethoxy-1-methyl-1H-pyrazol-3-yl)-4-fluorophenyl)acrylate (93 mmol) in 200 ml of dichloromethane was treated with 200 ml of trifluoroacetic acid. After the mixture had been stirred for 16 hours, it was concentrated. The residue was recrystallized from hexane/ethyl acetate (2:1). Yield: 23 g; a further 4 g by concentrating the mother liquor. Reported procedure: TFA (0.288 mL, 3.74 mmol) was added to a solution of tert-butyl ((1-(5-((4-(chlorodifluoromethoxy)phenyl)carbamoyl)-3-(1-(tetrahydro-2H-pyran-2-yl)-1H-pyrazol-5-yl)pyridin-2-yl)-3-hydroxypyrrolidin-3-yl)methyl)carbamate (Stage 83.1, 74 mg, 0.112 mmol) in DCM (0.6 mL) and the RM was stirred at RT for 4 h. The solvent was evaporated off under reduced pressure and the crude product was purified by preparative HPLC. The fractions containing pure product were combined, the TFA was removed using a PL ... Starting materials: C(=O)(C(F)(F)F)O (TFA), ClC(OC1=CC=C(C=C1)NC(=O)C=1C=C(C(=NC1)N1CC(CC1)(O)CNC(OC(C)(C)C)=O)C1=CC=NN1C1OCCCC1)(F)F (tert-butyl ((1-(5-((4-(chlorodifluoromethoxy)phenyl)carbamoyl)-3-(1-(tetrahydro-2H-pyran-2-yl)-1H-pyrazol-5-yl)pyridin-2-yl)-3-hydroxypyrrolidin-3-yl)methyl)carbamate). Run in C(Cl)Cl (DCM). Run at time 4 hour. Product: NCC1(CN(CC1)C1=NC=C(C(=O)NC2=CC=C(C=C2)OC(F)(F)Cl)C=C1C1=CC=NN1)O (6-(3-(Aminomethyl)-3-hydroxypyrrolidin-1-yl)-N-(4-(chlorodifluoromethoxy)phenyl)-5-(1H-pyrazol-5-yl)nicotinamide). RXN SMILES: C(O)(C(F)(F)F)=O.[Cl:8][C:9]([F:53])([F:52])[O:10][C:11]1[CH:16]=[CH:15][C:14]([NH:17][C:18]([C:20]2[CH:21]=[C:22]([C:41]3[N:45](C4CCCCO4)[N:44]=[CH:43][CH:42]=3)[C:23]([N:26]3[CH2:30][CH2:29][C:28]([CH2:32][NH:33]C(=O)OC(C)(C)C)([OH:31])[CH2:27]3)=[N:24][CH:25]=2)=[O:19])=[CH:13][CH:12]=1>C(Cl)Cl>[NH2:33][CH2:32][C:28]1([OH:31])[CH2:29][CH2:30][N:26]([C:23]2[C:22]([C:41]3[NH:45][N:44]=[CH:43][CH:42]=3)=[CH:21][C:20]([C:18]([NH:17][C:14]3[CH:13]=[CH:12][C:11]([O:10][C:9]([Cl:8])([F:52])[F:53])=[CH:16][CH:15]=3)=[O:19])=[CH:25][N:24]=2)[CH2:27]1.